describe an organic reaction: reactants, conditions, products, and yield From a dataset of the Open Reaction Database (ORD), a public repository of structured organic reaction records. Reactants: CC(C)CC(C(=O)OC(C)(C)C)N1CCCS1(=O)=O, Cl. Product: CC(C)CC(C(=O)O)N1CCCS1(=O)=O. Reaction SMILES: [C:1]([CH3:2])([CH3:3])([CH3:4])[O:5][C:6]([CH:7]([CH2:8][CH:9]([CH3:10])[CH3:11])[N:12]1[S:13](=[O:17])(=[O:18])[CH2:14][CH2:15][CH2:16]1)=[O:19].[ClH:20]>>[O:5]=[C:6]([CH:7]([CH2:8][CH:9]([CH3:10])[CH3:11])[N:12]1[S:13](=[O:17])(=[O:18])[CH2:14][CH2:15][CH2:16]1)[OH:19]. Reactants: BrC1=CC2=C(NC(CN(C2)CCCN2CCOCC2)=O)N=C1 (7-bromo-4-(3-morpholin-4-yl-propyl)-1,3,4,5-tetrahydro-pyrido[2,3-e][1,4]diazepin-2-one), C(C=C)(=O)OC(C)(C)C (tert-butyl acrylate), C(C)N(C(C)C)C(C)C ((i-Pr)2EtN), CC1=C(C=CC=C1)P(C2=C(C=CC=C2)C)C3=C(C=CC=C3)C (P(o-tol)3). The reagents and catalysts are CC(=O)[O-].CC(=O)[O-].[Pd+2] (Pd(OAc)2). Solvent: C(CC)#N (propionitrile), CN(C)C=O (DMF), CCOCC (Et2O). Conditions: time 15 minute. The product is C(C)(C)(C)OC(\C=C\C1=CC2=C(NC(CN(C2)CCCN2CCOCC2)=O)N=C1)=O ((E)-3-[4-(3-Morpholin-4-yl-propyl)-2-oxo-2,3,4,5-tetrahydro-1H-pyrido[2,3-e][1,4]diazepin-7-yl]acrylic acid tert-butyl ester). Yield: 54.4%. RXN SMILES: Br[C:2]1[CH:22]=[N:21][C:5]2[NH:6][C:7](=[O:20])[CH2:8][N:9]([CH2:11][CH2:12][CH2:13][N:14]3[CH2:19][CH2:18][O:17][CH2:16][CH2:15]3)[CH2:10][C:4]=2[CH:3]=1.[C:23]([O:27][C:28]([CH3:31])([CH3:30])[CH3:29])(=[O:26])[CH:24]=[CH2:25].C(N(C(C)C)C(C)C)C.CC1C=CC=CC=1P(C1C=CC=CC=1C)C1C=CC=CC=1C>C(#N)CC.CN(C=O)C.CCOCC.CC([O-])=O.CC([O-])=O.[Pd+2]>[C:28]([O:27][C:23](=[O:26])/[CH:24]=[CH:25]/[C:2]1[CH:22]=[N:21][C:5]2[NH:6][C:7](=[O:20])[CH2:8][N:9]([CH2:11][CH2:12][CH2:13][N:14]3[CH2:19][CH2:18][O:17][CH2:16][CH2:15]3)[CH2:10][C:4]=2[CH:3]=1)([CH3:31])([CH3:30])[CH3:29] |f:7.8.9|. Procedure: A suspension of 7-bromo-4-(3-morpholin-4-yl-propyl)-1,3,4,5-tetrahydro-pyrido[2,3-e][1,4]diazepin-2-one (5.70 g, 15.4 mmol) in propionitrile (120 mL) and DMF (30 mL) was de-oxygenated with Ar for 15 min. The mixture was treated with tert-butyl acrylate (9.0 mL, 61 mmol) and (i-Pr)2EtN (5.7 mL, 33 mmol) and was de-oxygenated with Ar for 10 min. Pd(OAc)2 (0.35 g, 1.6 mmol) and P(o-tol)3 (0.94 g, 3.1 mmol) were added simultaneously, and the mixture was de-oxygenated a third time for 5 min. The mixt... Reactants: CCOC(C)=O, Cl, Cl[Cu], O=N[O-], Nc1cc(C=O)ccc1Br, [Na+], O. Product: O=Cc1ccc(Br)c(Cl)c1. As a reaction SMILES: [CH3:16][CH2:17][O:18][C:19](=[O:20])[CH3:21].[ClH:15].[Cu:23][Cl:24].[N:11]([O-:12])=[O:13].[NH2:1][c:2]1[cH:3][c:4]([CH:5]=[O:6])[cH:7][cH:8][c:9]1[Br:10].[Na+:14].[OH2:22]>>[c:2]1([Cl:15])[cH:3][c:4]([CH:5]=[O:6])[cH:7][cH:8][c:9]1[Br:10]. Starting materials: COCCCc1cn(C)c2ccc(CC(CC(NC(=O)OC(C)(C)C)C3CO3)C(C)C)cc12, CO, [Cl-], [N-]=[N+]=[N-], [NH4+], [Na+]. The product is COCCCc1cn(C)c2ccc(CC(CC(NC(=O)OC(C)(C)C)C(O)CN=[N+]=[N-])C(C)C)cc12. As a reaction SMILES: [CH3:1][O:2][CH2:3][CH2:4][CH2:5][c:6]1[cH:7][n:8]([CH3:33])[c:9]2[cH:10][cH:11][c:12]([CH2:15][CH:16]([CH2:17][CH:18]([CH:19]3[O:20][CH2:21]3)[NH:22][C:23]([O:24][C:25]([CH3:26])([CH3:27])[CH3:28])=[O:29])[CH:30]([CH3:31])[CH3:32])[cH:13][c:14]12.[CH3:40][OH:41].[Cl-:38].[N-:35]=[N+:36]=[N-:37].[NH4+:39].[Na+:34]>>[CH3:1][O:2][CH2:3][CH2:4][CH2:5][c:6]1[cH:7][n:8]([CH3:33])[c:9]2[cH:10][cH:11][c:12]([CH2:15][CH:16]([CH2:17][CH:18]([CH:19]([OH:20])[CH2:21][N:35]=[N+:36]=[N-:37])[NH:22][C:23]([O:24][C:25]([CH3:26])([CH3:27])[CH3:28])=[O:29])[CH:30]([CH3:31])[CH3:32])[cH:13][c:14]12. The reactants are CCOC(=O)c1cc(C)nn1CC(F)(F)F, Cl, [Na+], C1CCOC1, [OH-]. Yields the product Cc1cc(C(=O)O)n(CC(F)(F)F)n1. Reaction SMILES: [CH3:1][c:2]1[n:3][n:4]([CH2:12][C:13]([F:14])([F:15])[F:16])[c:5]([C:7](=[O:8])[O:9][CH2:10][CH3:11])[cH:6]1.[ClH:19].[Na+:18].[O:20]1[CH2:21][CH2:22][CH2:23][CH2:24]1.[OH-:17]>>[CH3:1][c:2]1[n:3][n:4]([CH2:12][C:13]([F:14])([F:15])[F:16])[c:5]([C:7](=[O:8])[OH:9])[cH:6]1. Starting materials: C1(CCCCC1)N=C=NC1CCCCC1 (N,N'-dicyclohexylcarbodiimide), C1(=CC=CC=C1)C(C1=CC=CC=C1)(C1=CC=CC=C1)NC1[C@@H]2N(C(C(S2)(C)C)C(N)=NCC2=CC=C(C=C2)OC)C1=O (6-(triphenylmethylamino)-2,2-dimethyl-3-[N'-(4-methoxybenzyl)amidino]penam), C(CC(=O)O)(=O)O (malonic acid). Solvent: C(Cl)Cl (methylene chloride), CN(C=O)C (dimethylformamide), C(Cl)Cl (methylene chloride), CN(C=O)C (dimethylformamide). Run at temperature 25 celsius, time 24 hour. Yields the product C1(=CC=CC=C1)C(C1=CC=CC=C1)(C1=CC=CC=C1)NC1[C@@H]2N(C(C(S2)(C)C)C=2N(C(CC(N2)=O)=O)CC2=CC=C(C=C2)OC)C1=O (6-(Triphenylmethylamino)-2,2-dimethyl-3-[1-(4-methoxybenzyl)pyrimidin-4,6-dione-2-yl]penam). RXN SMILES: C1(N=C=NC2CCCCC2)CCCCC1.[C:16]1([C:22]([NH:35][CH:36]2[C:56](=[O:57])[N:38]3[CH:39]([C:44](=[N:46][CH2:47][C:48]4[CH:53]=[CH:52][C:51]([O:54][CH3:55])=[CH:50][CH:49]=4)[NH2:45])[C:40]([CH3:43])([CH3:42])[S:41][C@H:37]23)([C:29]2[CH:34]=[CH:33][CH:32]=[CH:31][CH:30]=2)[C:23]2[CH:28]=[CH:27][CH:26]=[CH:25][CH:24]=2)[CH:21]=[CH:20][CH:19]=[CH:18][CH:17]=1.[C:58](O)(=[O:63])[CH2:59][C:60](O)=[O:61]>CN(C)C=O.C(Cl)Cl>[C:29]1([C:22]([NH:35][CH:36]2[C:56](=[O:57])[N:38]3[CH:39]([C:44]4[N:46]([CH2:47][C:48]5[CH:49]=[CH:50][C:51]([O:54][CH3:55])=[CH:52][CH:53]=5)[C:58](=[O:63])[CH2:59][C:60](=[O:61])[N:45]=4)[C:40]([CH3:43])([CH3:42])[S:41][C@H:37]23)([C:23]2[CH:24]=[CH:25][CH:26]=[CH:27][CH:28]=2)[C:16]2[CH:21]=[CH:20][CH:19]=[CH:18][CH:17]=2)[CH:34]=[CH:33][CH:32]=[CH:31][CH:30]=1. Reported procedure: To a stirred solution of 21.44 g. (104 mmoles) of N,N'-dicyclohexylcarbodiimide in 122 ml. of methylene chloride and 15 ml. dimethylformamide at -5° C., a solution of 29.9 g. (52 mmoles) of 6-(triphenylmethylamino)-2,2-dimethyl-3-[N'-(4-methoxybenzyl)amidino]penam and 5.41 g. (52 mmoles) of malonic acid in 122 ml. methylene chloride and 15 ml. dimethylformamide is added dropwise over 2 hours. The mixture is then stirred for 24 hours at 25° C. The N,N'-dicyclohexylurea precipitate (18.6 g., 79.8%... Reactants: Cc1ccc(-c2cc(N3CCN(c4ccc(OCC5COC(CBr)(c6ccc(Cl)cc6Cl)O5)cc4)CC3)nc(C)n2)cc1, CS(C)=O, c1c[nH]cn1. Yields the product Cc1ccc(-c2cc(N3CCN(c4ccc(OCC5COC(Cn6ccnc6)(c6ccc(Cl)cc6Cl)O5)cc4)CC3)nc(C)n2)cc1. Reaction SMILES: [Br:1][CH2:2][C:3]1([c:36]2[c:37]([Cl:43])[cH:38][c:39]([Cl:42])[cH:40][cH:41]2)[O:4][CH2:5][CH:6]([CH2:8][O:9][c:10]2[cH:11][cH:12][c:13]([N:16]3[CH2:17][CH2:18][N:19]([c:22]4[cH:23][c:24](-[c:29]5[cH:30][cH:31][c:32]([CH3:35])[cH:33][cH:34]5)[n:25][c:26]([CH3:28])[n:27]4)[CH2:20][CH2:21]3)[cH:14][cH:15]2)[O:7]1.[CH3:49][S:50](=[O:51])[CH3:52].[nH:44]1[cH:45][n:46][cH:47][cH:48]1>>[CH2:2]([C:3]1([c:36]2[c:37]([Cl:43])[cH:38][c:39]([Cl:42])[cH:40][cH:41]2)[O:4][CH2:5][CH:6]([CH2:8][O:9][c:10]2[cH:11][cH:12][c:13]([N:16]3[CH2:17][CH2:18][N:19]([c:22]4[cH:23][c:24](-[c:29]5[cH:30][cH:31][c:32]([CH3:35])[cH:33][cH:34]5)[n:25][c:26]([CH3:28])[n:27]4)[CH2:20][CH2:21]3)[cH:14][cH:15]2)[O:7]1)[n:44]1[cH:45][n:46][cH:47][cH:48]1.